Task: describe an organic reaction: reactants, conditions, products, and yield. Dataset: the Open Reaction Database (ORD), a public repository of structured organic reaction records Starting materials: FC(C(C(C(=O)O)(F)F)(F)F)(F)F (heptafluorobutyric acid), BrCCC(=C(F)F)F (4-bromo-1,1,2-trifluoro-1-butene). Reagents/catalysts: [Ag] (silver). The solvent is C(C)OCC (diethyl ether), C(C)OCC (diethyl ether). Run at time 2 hour. Yields the product FC(C(C(C(=O)OCCC(=C(F)F)F)(F)F)(F)F)(F)F ((3,4,4-trifluoro-3-butenyl) heptafluorobutyrate). RXN SMILES: [F:1][C:2]([F:13])([F:12])[C:3]([F:11])([F:10])[C:4]([F:9])([F:8])[C:5]([OH:7])=[O:6].Br[CH2:15][CH2:16][C:17]([F:21])=[C:18]([F:20])[F:19]>C(OCC)C.[Ag]>[F:1][C:2]([F:12])([F:13])[C:3]([F:10])([F:11])[C:4]([F:8])([F:9])[C:5]([O:7][CH2:15][CH2:16][C:17]([F:21])=[C:18]([F:20])[F:19])=[O:6]. Procedure details: To a stirred mixture of 3.2 grams (0.01 mole) of the silver salt of heptafluorobutyric acid in 40 ml of diethyl ether was added dropwise 1.9 grams (0.01 mole) of 4-bromo-1,1,2-trifluoro-1-butene in 10 ml of diethyl ether. Upon completion of addition the reaction mixture was stirred for two hours at ambient temperature, then was heated under reflux for one hour. The ether solvent was removed by distillation and the residual oil distilled under reduced pressure to give 1.0 gram of (3,4,4-trifluoro... Starting materials: CC(=O)O[BH-](OC(C)=O)OC(C)=O, CN1CCNCC1, CC(=O)O, O=Cc1ccc(OCCCN2CCCCC2)cc1, [Na+], [Na+], [OH-]. The product is CN1CCN(Cc2ccc(OCCCN3CCCCC3)cc2)CC1. Reaction SMILES: [C:26]([O:27][BH-:28]([O:29][C:30](=[O:31])[CH3:32])[O:33][C:34](=[O:35])[CH3:36])(=[O:37])[CH3:38].[CH3:19][N:20]1[CH2:21][CH2:22][NH:23][CH2:24][CH2:25]1.[CH3:42][C:43](=[O:44])[OH:45].[N:1]1([CH2:7][CH2:8][CH2:9][O:10][c:11]2[cH:12][cH:13][c:14]([CH:15]=[O:16])[cH:17][cH:18]2)[CH2:2][CH2:3][CH2:4][CH2:5][CH2:6]1.[Na+:39].[Na+:41].[OH-:40]>>[N:1]1([CH2:7][CH2:8][CH2:9][O:10][c:11]2[cH:12][cH:13][c:14]([CH2:15][N:23]3[CH2:22][CH2:21][N:20]([CH3:19])[CH2:25][CH2:24]3)[cH:17][cH:18]2)[CH2:2][CH2:3][CH2:4][CH2:5][CH2:6]1. Starting materials: COc1ccc(C2=C(c3ccccc3)CCCc3cc(OC4CCCCO4)ccc32)cc1, CN(C)C=O, O. Yields the product Oc1ccc(C2=C(c3ccccc3)CCCc3cc(OC4CCCCO4)ccc32)cc1. As a reaction SMILES: [CH3:1][O:2][c:3]1[cH:4][cH:5][c:6]([C:9]2=[C:10]([c:27]3[cH:28][cH:29][cH:30][cH:31][cH:32]3)[CH2:11][CH2:12][CH2:13][c:14]3[c:15]2[cH:16][cH:17][c:18]([O:20][CH:21]2[O:22][CH2:23][CH2:24][CH2:25][CH2:26]2)[cH:19]3)[cH:7][cH:8]1.[CH3:34][N:35]([CH3:36])[CH:37]=[O:38].[OH2:33]>>[OH:2][c:3]1[cH:4][cH:5][c:6]([C:9]2=[C:10]([c:27]3[cH:28][cH:29][cH:30][cH:31][cH:32]3)[CH2:11][CH2:12][CH2:13][c:14]3[c:15]2[cH:16][cH:17][c:18]([O:20][CH:21]2[O:22][CH2:23][CH2:24][CH2:25][CH2:26]2)[cH:19]3)[cH:7][cH:8]1.